describe an organic reaction: reactants, conditions, products, and yield From a dataset of the Open Reaction Database (ORD), a public repository of structured organic reaction records. Reactants: CCNCC, Cc1ccccc1, ClCCl, CN(C)C=O, O=C(O)CCc1ccccc1, O=S(Cl)Cl. The product is CCN(CC)C(=O)CCc1ccccc1. As a reaction SMILES: [CH2:21]([CH3:22])[NH:23][CH2:24][CH3:25].[CH3:26][c:27]1[cH:28][cH:29][cH:30][cH:31][cH:32]1.[Cl:33][CH2:34][Cl:35].[O:16]=[CH:17][N:18]([CH3:19])[CH3:20].[OH:1][C:2](=[O:3])[CH2:4][CH2:5][c:6]1[cH:7][cH:8][cH:9][cH:10][cH:11]1.[S:12]([Cl:13])([Cl:14])=[O:15]>>[C:2](=[O:3])([CH2:4][CH2:5][c:6]1[cH:7][cH:8][cH:9][cH:10][cH:11]1)[N:23]([CH2:21][CH3:22])[CH2:24][CH3:25]. Run in C1CCOC1 (THF). The product is C(CC)OC(=O)N1CCC2=C(C=3C(CCC3C(=C2)C2=CC=CC=C2)(C)C)CC1 (1,1-Dimethyl-4-phenyl-1,3,6,7,9,10-hexahydro-2H-8-aza-cyclohepta[e]indene-8-carboxylic acid propyl ester). Conditions: temperature 120 celsius. Starting materials: C(CC)OC(=O)N1CCC2=C(C=3C(CCC3C(=C2)I)(C)C)CC1 (4-Iodo-1,1-dimethyl-1,3,6,7,9,10-hexahydro-2H-8-aza-cyclohepta[e]indene-8-carboxylic acid propyl ester), C1(=CC=CC=C1)B(O)O (phenyl boronic acid), [O-]P(=O)([O-])[O-].[K+].[K+].[K+] (potassium phosphate tribasic), CC(C)C1=CC(=C(C(=C1)C(C)C)C2=C(C=CC=C2)P(C3CCCCC3)C4CCCCC4)C(C)C (XPhos). Reported procedure: Into a glass microwave vial, the product from step (a) (166 mg, 0.401 mmol), phenyl boronic acid (59 mg, 0.482 mmol), potassium phosphate tribasic (170 mg, 0.802 mmol), palladium acetate (9 mg, 0.040 mmol), and XPhos (38 mg, 0.080 mmol) in THF (2 ml) were added. The reaction mixture was heated in the microwave to 120° C. for 12 hours and then allowed to cool to room temperature. The mixture was filtered through celite and the filtrate was partitioned between saturated aqueous NaHCO3 and EtOAc. T... Reagents/catalysts: C(C)(=O)[O-].[Pd+2].C(C)(=O)[O-] (palladium acetate). RXN SMILES: [CH2:1]([O:4][C:5]([N:7]1[CH2:23][CH2:22][C:11]2[C:12]3[C:13]([CH3:21])([CH3:20])[CH2:14][CH2:15][C:16]=3[C:17](I)=[CH:18][C:10]=2[CH2:9][CH2:8]1)=[O:6])[CH2:2][CH3:3].[C:24]1(B(O)O)[CH:29]=[CH:28][CH:27]=[CH:26][CH:25]=1.[O-]P([O-])([O-])=O.[K+].[K+].[K+].CC(C1C=C(C(C)C)C(C2C=CC=CC=2P(C2CCCCC2)C2CCCCC2)=C(C(C)C)C=1)C>C1COCC1.C([O-])(=O)C.[Pd+2].C([O-])(=O)C>[CH2:1]([O:4][C:5]([N:7]1[CH2:23][CH2:22][C:11]2[C:12]3[C:13]([CH3:21])([CH3:20])[CH2:14][CH2:15][C:16]=3[C:17]([C:24]3[CH:29]=[CH:28][CH:27]=[CH:26][CH:25]=3)=[CH:18][C:10]=2[CH2:9][CH2:8]1)=[O:6])[CH2:2][CH3:3] |f:2.3.4.5,8.9.10|. Yield: 46.9%. The reactants are C(CC(=O)C)(=O)OCC (ethyl acetoacetate), O=C(C)C=C(C)C (mesityl oxide), C(=O)([O-])[O-].[Na+].[Na+] (Na2CO3). Solvent: O (water). Product: C=C1C(C(CC=C1)(C)C)C(=O)OCC (2-Methylene-6,6-dimethyl-1-ethoxycarbonyl-3-cyclohexene). Yield: 29.6%. As a reaction SMILES: [C:1]([O:7][CH2:8][CH3:9])(=[O:6])[CH2:2][C:3]([CH3:5])=O.O=[C:11]([CH:13]=[C:14]([CH3:16])[CH3:15])[CH3:12].C([O-])([O-])=O.[Na+].[Na+]>O>[CH2:5]=[C:3]1[CH:12]=[CH:11][CH2:13][C:14]([CH3:16])([CH3:15])[CH:2]1[C:1]([O:7][CH2:8][CH3:9])=[O:6] |f:2.3.4|. Procedure details: 260 g of ethyl acetoacetate were mixed with 200 g of mesityl oxide and 200 g of trifluoroboro-etherate in a vessel cooled externally by water and ice in order to maintain the temperature of the mixture at about 0°-5°. The said mixture is maintained at this temperature for 3 days, poured then onto ice (800 g) and neutralized with about 400 g of Na2CO3. Then it was extracted with ether and, after the usual treatments of separation, washing and drying, the combined organic extracts were concentrate... As a reaction SMILES: [C:1]([CH3:2])([CH3:3])([CH3:4])[c:5]1[cH:6][cH:7][c:8]([C:9](=[O:10])[N:11]([CH2:12][c:13]2[cH:14][cH:15][c:16]([C:19]#[C:20][c:21]3[cH:22][cH:23][c:24]([CH2:27][CH2:28][CH2:29][CH3:30])[cH:25][cH:26]3)[cH:17][cH:18]2)[CH2:31][c:32]2[cH:33][cH:34][c:35]([C:36](=[O:37])[O:38][CH3:39])[cH:40][cH:41]2)[cH:42][cH:43]1.[CH:46]1([CH2:47][CH2:48][C:49]([Cl:50])=[O:51])[CH2:52][CH2:53][CH2:54][CH2:55]1.[Na+:45].[OH-:44]>>[C:1]([CH3:2])([CH3:3])([CH3:4])[c:5]1[cH:6][cH:7][c:8]([C:9](=[O:10])[N:11]([CH2:12][c:13]2[cH:14][cH:15][c:16]([C:19]#[C:20][c:21]3[cH:22][cH:23][c:24]([CH2:27][CH2:28][CH2:29][CH3:30])[cH:25][cH:26]3)[cH:17][cH:18]2)[CH2:31][c:32]2[cH:33][cH:34][c:35]([C:36](=[O:37])[OH:38])[cH:40][cH:41]2)[cH:42][cH:43]1. Starting materials: CCCCc1ccc(C#Cc2ccc(CN(Cc3ccc(C(=O)OC)cc3)C(=O)c3ccc(C(C)(C)C)cc3)cc2)cc1, O=C(Cl)CCC1CCCC1, [Na+], [OH-]. Product: CCCCc1ccc(C#Cc2ccc(CN(Cc3ccc(C(=O)O)cc3)C(=O)c3ccc(C(C)(C)C)cc3)cc2)cc1.